Task: describe an organic reaction: reactants, conditions, products, and yield. Dataset: the Open Reaction Database (ORD), a public repository of structured organic reaction records The reactants are CC1(OB(OC1(C)C)C1=CC(=CC=C1)[N+](=O)[O-])C (4,4,5,5-Tetramethyl-2-(3-nitrophenyl)-1,3,2-dioxaborolane), IC=1C=C(C(=O)NC2=CC(=CC=C2)C(F)(F)F)C=CC1C (3-iodo-4-methyl-N-[3-(trifluoromethyl)phenyl]benzamide), C([O-])([O-])=O.[K+].[K+] (potassium carbonate), C1(=CC=CC=C1)C (toluene). The reagents and catalysts are C=1C=CC(=CC1)[P](C=2C=CC=CC2)(C=3C=CC=CC3)[Pd]([P](C=4C=CC=CC4)(C=5C=CC=CC5)C=6C=CC=CC6)([P](C=7C=CC=CC7)(C=8C=CC=CC8)C=9C=CC=CC9)[P](C=1C=CC=CC1)(C=1C=CC=CC1)C=1C=CC=CC1 (tetrakis(triphenylphosphine)palladium(0)). Solvent: O (water), C(C)O (ethanol). The product is CC1=CC=C(C=C1C1=CC(=CC=C1)[N+](=O)[O-])C(=O)NC1=CC(=CC=C1)C(F)(F)F (6-Methyl-3′-nitro-N-[3-(trifluoromethyl)phenyl]biphenyl-3-carboxamide). As a reaction SMILES: CC1(C)C(C)(C)OB([C:9]2[CH:14]=[CH:13][CH:12]=[C:11]([N+:15]([O-:17])=[O:16])[CH:10]=2)O1.I[C:20]1[CH:21]=[C:22]([CH:36]=[CH:37][C:38]=1[CH3:39])[C:23]([NH:25][C:26]1[CH:31]=[CH:30][CH:29]=[C:28]([C:32]([F:35])([F:34])[F:33])[CH:27]=1)=[O:24].C(=O)([O-])[O-].[K+].[K+].C1(C)C=CC=CC=1>C1C=CC([P]([Pd]([P](C2C=CC=CC=2)(C2C=CC=CC=2)C2C=CC=CC=2)([P](C2C=CC=CC=2)(C2C=CC=CC=2)C2C=CC=CC=2)[P](C2C=CC=CC=2)(C2C=CC=CC=2)C2C=CC=CC=2)(C2C=CC=CC=2)C2C=CC=CC=2)=CC=1.O.C(O)C>[CH3:39][C:38]1[C:20]([C:9]2[CH:14]=[CH:13][CH:12]=[C:11]([N+:15]([O-:17])=[O:16])[CH:10]=2)=[CH:21][C:22]([C:23]([NH:25][C:26]2[CH:31]=[CH:30][CH:29]=[C:28]([C:32]([F:33])([F:34])[F:35])[CH:27]=2)=[O:24])=[CH:36][CH:37]=1 |f:2.3.4,^1:56,58,77,96|. Procedure: 4,4,5,5-Tetramethyl-2-(3-nitrophenyl)-1,3,2-dioxaborolane (1.4 g, 5.6 mmol) was mixed with 3-iodo-4-methyl-N-[3-(trifluoromethyl)phenyl]benzamide (2.00 g, 4.94 mmol), potassium carbonate (1.4 g, 9.9 mmol), toluene (40 mL), ethanol (6.0 mL), and water (4.0 mL). The mixture was degassed and tetrakis(triphenylphosphine)palladium(0) (0.27 g, 0.24 mmol) was added. The resulting mixture was heated to reflux for 16 hours. The reaction was then cooled and was extracted with ethyl acetate. The organic ex... The reactants are ClC1=C(C=CC=C1)N1N=C(C=C1C(=O)O)C(=O)OC (1-(2-chlorophenyl)-3-(methoxycarbonyl)-1H-pyrazole-5-carboxylic acid), CCN=C=NCCCN(C)C (EDCI), CS(=O)(=O)C=1C=C(C(=O)NN)C=CC1 (3-(methylsulfonyl)benzohydrazide), C=1C=CC2=C(C1)N=NN2O (HOBt). The solvent is CN(C)C=O (DMF), O (Water). Reaction conditions: time 15 minute. Product: ClC1=C(C=CC=C1)N1N=C(C=C1C(=O)NNC(C1=CC(=CC=C1)S(=O)(=O)C)=O)C(=O)OC (methyl 1-(2-chlorophenyl)-5-(2-(3-(methylsulfonyl)benzoyl) hydrazinecarbonyl)-1H-pyrazole-3-carboxylate). Isolated yield 53.2%. RXN SMILES: [Cl:1][C:2]1[CH:7]=[CH:6][CH:5]=[CH:4][C:3]=1[N:8]1[C:12]([C:13]([OH:15])=O)=[CH:11][C:10]([C:16]([O:18][CH3:19])=[O:17])=[N:9]1.CCN=C=NCCCN(C)C.C1C=CC2N(O)N=NC=2C=1.[CH3:41][S:42]([C:45]1[CH:46]=[C:47]([CH:52]=[CH:53][CH:54]=1)[C:48]([NH:50][NH2:51])=[O:49])(=[O:44])=[O:43]>CN(C=O)C.O>[Cl:1][C:2]1[CH:7]=[CH:6][CH:5]=[CH:4][C:3]=1[N:8]1[C:12]([C:13]([NH:51][NH:50][C:48](=[O:49])[C:47]2[CH:52]=[CH:53][CH:54]=[C:45]([S:42]([CH3:41])(=[O:43])=[O:44])[CH:46]=2)=[O:15])=[CH:11][C:10]([C:16]([O:18][CH3:19])=[O:17])=[N:9]1. Procedure details: To a stirred solution of compound 7 (500 mg, 1.78 mmol) in DMF (20 mL at 0° C., EDCI (500 mg, 2.6 mmol) was added and stirred for 15 min. HOBt (351 mg, 2.6 mmol) was added to the reaction mixture and after 30 min stirring 3-(methylsulfonyl)benzohydrazide 3 from Example 1 (450 mg, 2.1 mmol) was added. Reaction mixture was allowed to attain room temperature and stirred for over night. Water (100 mL) was added to the reaction mixture and extracted with ethyl acetate (50 mL×4). Combined organic laye... The reactants are C(CCC)(=O)C=1N=C(NC1C#N)CCC (4-butyryl-2-propylimidazole-5-carbonitrile), BrCC1=CC=C(C=C1)C=1C(=CC=CC1)C(=O)OC(C)(C)C (t-butyl 4'-(bromomethyl)biphenyl-2-carboxylate), [H-].[Na+] (sodium hydride). Run in CN(C(C)=O)C (N,N-dimethylacetamide). Product: C(C)(C)(C)OC(=O)C1=C(C=CC=C1)C1=CC=C(C=C1)CN1C(=NC(=C1C#N)C(CCC)=O)CCC (1-[(2'-t-Butoxycarbonylbiphenyl-4-yl)methyl]-4-butyryl-2-propylimidazole-5-carbonitrile). Isolated yield 72.1%. RXN SMILES: [C:1]([C:6]1[N:7]=[C:8]([CH2:13][CH2:14][CH3:15])[NH:9][C:10]=1[C:11]#[N:12])(=[O:5])[CH2:2][CH2:3][CH3:4].Br[CH2:17][C:18]1[CH:23]=[CH:22][C:21]([C:24]2[C:25]([C:30]([O:32][C:33]([CH3:36])([CH3:35])[CH3:34])=[O:31])=[CH:26][CH:27]=[CH:28][CH:29]=2)=[CH:20][CH:19]=1.[H-].[Na+]>CN(C)C(=O)C>[C:33]([O:32][C:30]([C:25]1[CH:26]=[CH:27][CH:28]=[CH:29][C:24]=1[C:21]1[CH:22]=[CH:23][C:18]([CH2:17][N:9]2[C:10]([C:11]#[N:12])=[C:6]([C:1](=[O:5])[CH2:2][CH2:3][CH3:4])[N:7]=[C:8]2[CH2:13][CH2:14][CH3:15])=[CH:19][CH:20]=1)=[O:31])([CH3:36])([CH3:35])[CH3:34] |f:2.3|. Procedure details: Following a procedure similar to that described in Example 45(a), but using 1.026 g of 4-butyryl-2-propylimidazole-5-carbonitrile (prepared as described in Preparation 28), 1.91 g of t-butyl 4'-(bromomethyl)biphenyl-2-carboxylate and 0.209 g of sodium hydride (as a 55% w/w dispersion in mineral oil) in 20 ml of N,N-dimethylacetamide, 1.70 g of the title compound were obtained as a viscous oil. Reactants: NC1=C(C=CC(N1C1=C(C=C(OCCCOS(=O)(=O)C)C=C1F)F)=O)C(C1=CC(=C(C=C1)F)C)=O (Methanesulfonic acid 3-{4-[6-amino-5-(4-fluoro-3-methyl-benzoyl)-2-oxo-2H-pyridin-1-yl]-3,5-difluorophenoxy}propyl ester), S(=O)(=O)(O)C1=CC=C(C)C=C1.C1(CCCC1)OC([C@@H](N)CC1=CC=CC=C1)=O (L-phenylalanine cyclopentyl ester tosylate salt), S(=O)(=O)(O)C1=CC=C(C)C=C1.C1(CCCC1)OC([C@@H](N)CC1=CC=CC=C1)=O (L-phenylalanine cyclopentyl ester tosylate salt). Product: NC1=C(C=CC(N1C1=C(C=C(OCCCN[C@H](C(=O)OC2CCCC2)CC2=CC=CC=C2)C=C1F)F)=O)C(C1=CC(=C(C=C1)F)C)=O (Cyclopentyl(S)-2-(3-{4-[6-Amino-5-(4-fluoro-3-methylbenzoyl)-2-oxo-2H-pyridin-1-yl]-3,5-difluorophenoxy}propylamino)-3-phenylpropionate). Reaction SMILES: [NH2:1][C:2]1[N:7]([C:8]2[C:22]([F:23])=[CH:21][C:11]([O:12][CH2:13][CH2:14][CH2:15]OS(C)(=O)=O)=[CH:10][C:9]=2[F:24])[C:6](=[O:25])[CH:5]=[CH:4][C:3]=1[C:26](=[O:35])[C:27]1[CH:32]=[CH:31][C:30]([F:33])=[C:29]([CH3:34])[CH:28]=1.S(C1C=CC(C)=CC=1)(O)(=O)=O.[CH:47]1([O:52][C:53](=[O:63])[C@H:54]([CH2:56][C:57]2[CH:62]=[CH:61][CH:60]=[CH:59][CH:58]=2)[NH2:55])[CH2:51][CH2:50][CH2:49][CH2:48]1>>[NH2:1][C:2]1[N:7]([C:8]2[C:22]([F:23])=[CH:21][C:11]([O:12][CH2:13][CH2:14][CH2:15][NH:55][C@@H:54]([CH2:56][C:57]3[CH:58]=[CH:59][CH:60]=[CH:61][CH:62]=3)[C:53]([O:52][CH:47]3[CH2:51][CH2:50][CH2:49][CH2:48]3)=[O:63])=[CH:10][C:9]=2[F:24])[C:6](=[O:25])[CH:5]=[CH:4][C:3]=1[C:26](=[O:35])[C:27]1[CH:32]=[CH:31][C:30]([F:33])=[C:29]([CH3:34])[CH:28]=1 |f:1.2|. Procedure details: From Intermediate 4D and L-phenylalanine cyclopentyl ester tosylate salt (Intermediate 16), LCMS purity 97%, m/z 648 [M+H]+, 1H NMR (400 MHz, CD3OD), δ: 1.20-1.90 (9H, m), 2.25 (2H, m), 2.35 (3H, s), 3.15 (1H, m), 3.45 (1H, m), 4.25 (2H, m), 4.40 (1H, d), 5.20 (2H, m), 5.82 (1H, d), 6.95 (2H, m), 7.20 (1H, m), 7.30-7.50 (7H, m), 7.75 (1H, d). Product: COCCS(=O)(=O)c1ccc(C(=CC2CCCC2)c2cc3cccnc3n2S(=O)(=O)c2ccccc2)cc1. Reactants: COCCS(=O)(=O)c1ccc(B(O)O)cc1, [Na+], [Na+], O=C([O-])[O-], C1COCCO1, Cl[Pd]Cl, Cc1ccc(S(=O)(=O)OC(=CC2CCCC2)c2cc3cccnc3n2S(=O)(=O)c2ccccc2)cc1, c1ccc(P(c2ccccc2)c2ccccc2)cc1, c1ccc(P(c2ccccc2)c2ccccc2)cc1. RXN SMILES: [CH3:37][O:38][CH2:39][CH2:40][S:41](=[O:42])(=[O:43])[c:44]1[cH:45][cH:46][c:47]([B:50]([OH:51])[OH:52])[cH:48][cH:49]1.[Na+:53].[Na+:54].[O-:55][C:56](=[O:57])[O-:58].[O:59]1[CH2:60][CH2:61][O:62][CH2:63][CH2:64]1.[Pd:65]([Cl:66])[Cl:67].[c:1]1([S:7](=[O:8])(=[O:9])[n:10]2[c:11]([C:19](=[CH:20][CH:21]3[CH2:22][CH2:23][CH2:24][CH2:25]3)[O:26][S:27]([c:28]3[cH:29][cH:30][c:31]([CH3:32])[cH:33][cH:34]3)(=[O:35])=[O:36])[cH:12][c:13]3[c:14]2[n:15][cH:16][cH:17][cH:18]3)[cH:2][cH:3][cH:4][cH:5][cH:6]1.[c:68]1([P:69]([c:70]2[cH:71][cH:72][cH:73][cH:74][cH:75]2)[c:76]2[cH:77][cH:78][cH:79][cH:80][cH:81]2)[cH:82][cH:83][cH:84][cH:85][cH:86]1.[c:87]1([P:88]([c:89]2[cH:90][cH:91][cH:92][cH:93][cH:94]2)[c:95]2[cH:96][cH:97][cH:98][cH:99][cH:100]2)[cH:101][cH:102][cH:103][cH:104][cH:105]1>>[c:1]1([S:7](=[O:8])(=[O:9])[n:10]2[c:11]([C:19](=[CH:20][CH:21]3[CH2:22][CH2:23][CH2:24][CH2:25]3)[c:47]3[cH:46][cH:45][c:44]([S:41]([CH2:40][CH2:39][O:38][CH3:37])(=[O:42])=[O:43])[cH:49][cH:48]3)[cH:12][c:13]3[c:14]2[n:15][cH:16][cH:17][cH:18]3)[cH:2][cH:3][cH:4][cH:5][cH:6]1. Starting materials: O\C=C\1/C(NC2=CC=CC(=C12)C)=O (Z-3-[(hydroxy)-methylene]-4-methyl-1,3-dihydro-indol-2-one), O\C=C\1/C(NC2=CC=CC(=C12)C)=O (Z-3-[(hydroxy)-methylene]-4-methyl-1,3-dihydro-indol-2-one), NC1=NNC(=C1)C1=CC=CC=C1 (3-amino-5-phenylpyrazole), O\C=C\1/C(NC2=CC=CC=C12)=O (Z-3-[(hydroxy)-methylene]-1,3-dihydro-indol-2-one), NC1=NNC=C1 (3-aminopyrazole). Run in O1CCCC1 (tetrahydrofuran). Product: CC1=C2C(C(NC2=CC=C1)=O)=CNC1=NNC(=C1)C1=CC=CC=C1 (4-Methyl-3-[(5-phenyl-1H-pyrazol-3-ylamino)-methylene]-1,3-dihydro-indol-2-one). As a reaction SMILES: O/[CH:2]=[C:3]1\[C:4](=[O:13])[NH:5][C:6]2[C:11]\1=[C:10]([CH3:12])[CH:9]=[CH:8][CH:7]=2.O/C=C1\C(=O)NC2C\1=CC=CC=2.NC1C=CNN=1.[NH2:32][C:33]1[CH:37]=[C:36]([C:38]2[CH:43]=[CH:42][CH:41]=[CH:40][CH:39]=2)[NH:35][N:34]=1>O1CCCC1>[CH3:12][C:10]1[CH:9]=[CH:8][CH:7]=[C:6]2[C:11]=1[C:3](=[CH:2][NH:32][C:33]1[CH:37]=[C:36]([C:38]3[CH:43]=[CH:42][CH:41]=[CH:40][CH:39]=3)[NH:35][N:34]=1)[C:4](=[O:13])[NH:5]2. Procedure details: The named compound is prepared by substituting E & Z-3-[(hydroxy)-methylene]-4-methyl-1,3-dihydro-indol-2-one for E & Z-3-[(hydroxy)-methylene]-1,3-dihydro-indol-2-one and substituting 3-amino-5-phenylpyrazole for 3-aminopyrazole in the reaction of Example 1. Specifically, E & Z-3-[(hydroxy)-methylene]-4-methyl-1,3-dihydro-indol-2-one (0.110 gms.) is reacted with 0.2398 gms. 3-amino-5-phenylpyrazole by refluxing in tetrahydrofuran (2.5 mL). The reactants are C(C)N1N=CC=2C1=NC1=CC=C(C=C1C2Cl)Br (1-ethyl-4-chloro-6-bromo-1H-pyrazolo[3,4-b]quinoline), C1(CCCCC1)CN (cyclohexanemethylamine), CS(=O)C (DMSO), [NH4+].[OH-] (NH4OH). Run in O (water). Conditions: temperature 110 celsius. Yields the product C(C)N1N=CC=2C1=NC1=CC=C(C=C1C2NCC2CCCCC2)Br (1-ethyl-6-bromo-N-(cyclohexylmethyl)-1H-pyrazolo[3,4-b]quinolin-4-amine). Yield: 98.4%. Reaction SMILES: [CH2:1]([N:3]1[C:7]2=[N:8][C:9]3[C:14]([C:15](Cl)=[C:6]2[CH:5]=[N:4]1)=[CH:13][C:12]([Br:17])=[CH:11][CH:10]=3)[CH3:2].[CH:18]1([CH2:24][NH2:25])[CH2:23][CH2:22][CH2:21][CH2:20][CH2:19]1.CS(C)=O.[NH4+].[OH-]>O>[CH2:1]([N:3]1[C:7]2=[N:8][C:9]3[C:14]([C:15]([NH:25][CH2:24][CH:18]4[CH2:23][CH2:22][CH2:21][CH2:20][CH2:19]4)=[C:6]2[CH:5]=[N:4]1)=[CH:13][C:12]([Br:17])=[CH:11][CH:10]=3)[CH3:2] |f:3.4|. Procedure: A mixture of 1-ethyl-4-chloro-6-bromo-1H-pyrazolo[3,4-b]quinoline (6.5 g, 0.021 mol), cyclohexanemethylamine (5.46 g, 0.042 mol) and DMSO (20 ml) was heated at 110° C. overnight. The reaction mixture was cooled, poured into water and basified with NH4OH. The mixture was extracted with CH2Cl2 (2×100 ml) and the combined CH2Cl2 extracts were washed with brine, then evaporated to about 20 ml. The solution was purified by column chromatography on silica gel eluting with ethyl acetate to afford 8.0 g... The reactants are C#CC (propyne), C=C=C (allene), CC(=CCCC(C)=O)C (6-methyl-5-hepten-2-one), C#C (acetylene). Product: CC(C#C)(CCC=C(C)C)O (3,7-dimethyloct-6-en-1-yn-3-ol). RXN SMILES: [CH:1]#[C:2]C.C=C=C.[CH3:7][C:8]([CH3:15])=[CH:9][CH2:10][CH2:11][C:12](=[O:14])[CH3:13].C#C>>[CH3:13][C:12]([OH:14])([CH2:11][CH2:10][CH:9]=[C:8]([CH3:15])[CH3:7])[C:1]#[CH:2]. Procedure details: The invention's composition of matter, and the (Z)-4,8-dimethyl-2,7-nonadien-4-ol essentially pure, can be prepared according to several methods. As reported in the experimental part, one possibility is the addition of prop-1-yn-1-yl Grignard such as prop-1-yn-1-yl magnesium bromide to 6-methyl-5-hepten-2-one. The triple bond of 4-8-dimethylnon-7-en-2-yn-4-ol obtained is then reduced under appropriate conditions in to order to provide selectively (Z)-4,8-dimethyl-2,7-nonadien-4-ol (e.g. Lindlar ...